This data is from the Open Reaction Database (ORD), a public repository of structured organic reaction records. The task is: describe an organic reaction: reactants, conditions, products, and yield Starting materials: C(C)(C)(C)C1=CC(=C(C=N1)C=1N([C@]([C@](N1)(C)C1=CC=C(C=C1)Cl)(C)C1=CC=C(C=C1)Cl)C(=O)N1CCC(CC1)CC(=O)O)OCC ({1-[(4S,5R)-2-(6-tert-butyl-4-ethoxy-pyridin-3-yl)-4,5-bis-(4-chloro-phenyl)-4,5-dimethyl-4,5-dihydro-imidazole-1-carbonyl]-piperidin-4-yl}-acetic acid), CC([C@@H](C)N)C ((R)-(−)-3-methyl-2-butylamine). Yields the product C(C)(C)(C)C1=CC(=C(C=N1)C=1N([C@]([C@](N1)(C)C1=CC=C(C=C1)Cl)(C)C1=CC=C(C=C1)Cl)C(=O)N1CCC(CC1)CC(=O)N[C@@H](C(C)C)C)OCC (2-{1-[(4S,5R)-2-(6-tert-Butyl-4-ethoxy-pyridin-3-yl)-4,5-bis-(4-chloro-phenyl)-4,5-dimethyl-4,5-dihydro-imidazole-1-carbonyl]-piperidin-4-yl}-N-((R)-1 ,2-dimethyl-propyl)-acetamide). Reaction SMILES: [C:1]([C:5]1[N:10]=[CH:9][C:8]([C:11]2[N:12]([C:32]([N:34]3[CH2:39][CH2:38][CH:37]([CH2:40][C:41](O)=[O:42])[CH2:36][CH2:35]3)=[O:33])[C@@:13]([C:25]3[CH:30]=[CH:29][C:28]([Cl:31])=[CH:27][CH:26]=3)([CH3:24])[C@@:14]([C:17]3[CH:22]=[CH:21][C:20]([Cl:23])=[CH:19][CH:18]=3)([CH3:16])[N:15]=2)=[C:7]([O:44][CH2:45][CH3:46])[CH:6]=1)([CH3:4])([CH3:3])[CH3:2].[CH3:47][CH:48]([CH3:52])[C@H:49]([NH2:51])[CH3:50]>>[C:1]([C:5]1[N:10]=[CH:9][C:8]([C:11]2[N:12]([C:32]([N:34]3[CH2:39][CH2:38][CH:37]([CH2:40][C:41]([NH:51][C@H:49]([CH3:50])[CH:48]([CH3:52])[CH3:47])=[O:42])[CH2:36][CH2:35]3)=[O:33])[C@@:13]([C:25]3[CH:30]=[CH:29][C:28]([Cl:31])=[CH:27][CH:26]=3)([CH3:24])[C@@:14]([C:17]3[CH:18]=[CH:19][C:20]([Cl:23])=[CH:21][CH:22]=3)([CH3:16])[N:15]=2)=[C:7]([O:44][CH2:45][CH3:46])[CH:6]=1)([CH3:2])([CH3:4])[CH3:3]. Reported procedure: In a manner analogous to the method described in example 163, {1-[(4S,5R)-2-(6-tert-butyl-4-ethoxy-pyridin-3-yl)-4,5-bis-(4-chloro-phenyl)-4,5-dimethyl-4,5-dihydro-imidazole-1-carbonyl]-piperidin-4-yl}-acetic acid was reacted with (R)-(−)-3-methyl-2-butylamine (Fluka) to give the title product. LC-MS (ES+) 734 [(M+H)+]. Starting materials: N1[C@H](CCCC1)C(=O)N[C@@H](C)C1=CC=C(C(=O)OC)C=C1 (methyl 4-((S)-1-((R)-piperidine-2-carboxamido)ethyl)benzoate), FC(OC=1C=C(C=O)C=CC1)(F)F (3-(trifluoromethoxy)benzaldehyde), [BH-](OC(=O)C)(OC(=O)C)OC(=O)C.[Na+] (NaBH(OAc)3), CC(=O)O (CH3COOH). The solvent is C(Cl)Cl (DCM). Conditions: temperature 100 celsius. Yields the product FC(OC=1C=C(CN2[C@H](CCCC2)C(=O)N[C@@H](C)C2=CC=C(C(=O)OC)C=C2)C=CC1)(F)F (methyl 4-((S)-1-((R)-1-(3-(trifluoromethoxy)benzyl)piperidine-2-carboxamido)ethyl)benzoate). Yield: 65.9%. RXN SMILES: [NH:1]1[CH2:6][CH2:5][CH2:4][CH2:3][C@@H:2]1[C:7]([NH:9][C@H:10]([C:12]1[CH:21]=[CH:20][C:15]([C:16]([O:18][CH3:19])=[O:17])=[CH:14][CH:13]=1)[CH3:11])=[O:8].[F:22][C:23]([F:34])([F:33])[O:24][C:25]1[CH:26]=[C:27]([CH:30]=[CH:31][CH:32]=1)[CH:28]=O.[BH-](OC(C)=O)(OC(C)=O)OC(C)=O.[Na+].CC(O)=O>C(Cl)Cl>[F:22][C:23]([F:33])([F:34])[O:24][C:25]1[CH:26]=[C:27]([CH:30]=[CH:31][CH:32]=1)[CH2:28][N:1]1[CH2:6][CH2:5][CH2:4][CH2:3][C@@H:2]1[C:7]([NH:9][C@H:10]([C:12]1[CH:13]=[CH:14][C:15]([C:16]([O:18][CH3:19])=[O:17])=[CH:20][CH:21]=1)[CH3:11])=[O:8] |f:2.3|. Procedure: A mixture of methyl 4-((S)-1-((R)-piperidine-2-carboxamido)ethyl)benzoate (D12) (50 mg, 0.17 mmol) and 3-(trifluoromethoxy)benzaldehyde (0.025 ml, 0.20 mmol), NaBH(OAc)3 (109 mg, 0.52 mmol) and catalytic CH3COOH in DCM (12 ml) was heated at 100° C. (2 cycles of 5 min each) under microwave irradiation. The resulting mixture was purified by SPE-Si (2 g) eluting with a mixture DCM/AcOEt from 100/0 to 80/20. Collected fractions after solvent evaporation afforded the title compound (D25) (52 mg). Reactants: CN(C1=CC=C(C(=N1)CC#N)[N+](=O)[O-])C ((6-dimethylamino-3-nitro-2-pyridyl)-acetonitrile), CN(C1=CC=C(C(=N1)CC#N)[N+](=O)[O-])C ((6-dimethylamino-3-nitro-2-pyridyl)-acetonitrile). Reagents/catalysts: [Ni] (Raney nickel). Solvent: C(C)(=O)OCC (ethyl acetate). Reaction conditions: time 3 hour. The product is CN(C1=CC=C2C(=N1)C=CN2)C (5-Dimethylaminopyrrolo[3,2-b]pyridine). The yield is 27.3%. As a reaction SMILES: [CH3:1][N:2]([CH3:15])[C:3]1[N:8]=[C:7]([CH2:9][C:10]#N)[C:6]([N+:12]([O-])=O)=[CH:5][CH:4]=1>[Ni].C(OCC)(=O)C>[CH3:1][N:2]([CH3:15])[C:3]1[N:8]=[C:7]2[CH:9]=[CH:10][NH:12][C:6]2=[CH:5][CH:4]=1. Procedure: A mixture of (6-dimethylamino-3-nitro-2-pyridyl)-acetonitrile (Compound 5c,2.06 g, 10.0 mmol), Raney nickel (0.70 g, washed thoroughly with absolute ethanol), and absolute ethanol/acetic acid (4:1, 50 mL) was shaken under ahydrogen atmosphere (3 atm) for 3 hours. The resulting mixture was filteredthrough diatomaceous earth (Celite (trademark)), and the filtrate was evaporated under reduced pressure. The residual oil was dissolved in water(25 mL), the pH was adjusted to 10 with sodium carbonate, ...